From a dataset of the Open Reaction Database (ORD), a public repository of structured organic reaction records. describe an organic reaction: reactants, conditions, products, and yield Starting materials: OCC=1N(C2=CC=CC=C2C1)S(=O)(=O)C1=CC=C(C=C1)C (2-Hydroxymethyl-1-(4-methylphenyl)sulfonyl-1H-indole), C1(=CC=CC=C1)P(C1=CC=CC=C1)C1=CC=CC=C1 (triphenylphosphine), BrBr (bromine). Run in C(Cl)Cl (CH2Cl2), C(Cl)Cl (CH2Cl2), C(Cl)Cl (CH2Cl2). Conditions: time 1 hour. Yields the product BrCC=1N(C2=CC=CC=C2C1)S(=O)(=O)C1=CC=C(C=C1)C (2-Bromomethyl-1-(4-methylphenyl)sulfonyl-1H-indole). Yield: 74.9%. As a reaction SMILES: C1(P(C2C=CC=CC=2)C2C=CC=CC=2)C=CC=CC=1.[Br:20]Br.O[CH2:23][C:24]1[N:25]([S:33]([C:36]2[CH:41]=[CH:40][C:39]([CH3:42])=[CH:38][CH:37]=2)(=[O:35])=[O:34])[C:26]2[C:31]([CH:32]=1)=[CH:30][CH:29]=[CH:28][CH:27]=2>C(Cl)Cl>[Br:20][CH2:23][C:24]1[N:25]([S:33]([C:36]2[CH:41]=[CH:40][C:39]([CH3:42])=[CH:38][CH:37]=2)(=[O:35])=[O:34])[C:26]2[C:31]([CH:32]=1)=[CH:30][CH:29]=[CH:28][CH:27]=2. Reported procedure: To a solution of triphenylphosphine (20.2 g, 77 mmol) in dry CH2Cl2 (80 mL) was added dropwise a solution of bromine (11.9 g, 77 mmol) in dry CH2Cl2 (40 mL). The stirring was continued for one hour and then a solution of compound of step 2 (23.2 g, 77 mmol) in dry CH2Cl2 (40 mL) was added dropwise. The resulting mixture left stirring for 12 hours. After removing the solvent the residue was taken up in ethyl acetate and washed with water. The organic extract was dried over MgSO4 and the solvent e...